describe an organic reaction: reactants, conditions, products, and yield From a dataset of the Open Reaction Database (ORD), a public repository of structured organic reaction records. The reactants are N1N=CC(=C1)C1=CC2=C(C=3N=C(SC3CCO2)C(=O)O)C=C1 (8-(1H-Pyrazol-4-yl)-4,5-dihydro-6-oxa-3-thia-1-aza-benzo[e]azulene-2-carboxylic acid), CC1=CC=CC(=N1)N1CCNCC1 (1-(6-methylpyridin-2-yl)piperazine). Yields the product CC1=CC=CC(=N1)N1CCN(CC1)C(=O)C=1SC=2CCOC3=C(C2N1)C=CC(=C3)C=3C=NNC3 ([4-(6-Methyl-pyridin-2-yl)-piperazin-1-yl]-[8-(1H-pyrazol-4-yl)-4,5-dihydro-6-oxa-3-thia-1-aza-benzo[e]azulen-2-yl]-methanone). As a reaction SMILES: [NH:1]1[CH:5]=[C:4]([C:6]2[CH:22]=[CH:21][C:9]3[C:10]4[N:11]=[C:12]([C:18]([OH:20])=O)[S:13][C:14]=4[CH2:15][CH2:16][O:17][C:8]=3[CH:7]=2)[CH:3]=[N:2]1.[CH3:23][C:24]1[N:29]=[C:28]([N:30]2[CH2:35][CH2:34][NH:33][CH2:32][CH2:31]2)[CH:27]=[CH:26][CH:25]=1>>[CH3:23][C:24]1[N:29]=[C:28]([N:30]2[CH2:35][CH2:34][N:33]([C:18]([C:12]3[S:13][C:14]4[CH2:15][CH2:16][O:17][C:8]5[CH:7]=[C:6]([C:4]6[CH:3]=[N:2][NH:1][CH:5]=6)[CH:22]=[CH:21][C:9]=5[C:10]=4[N:11]=3)=[O:20])[CH2:32][CH2:31]2)[CH:27]=[CH:26][CH:25]=1. Reported procedure: Following the procedure for 103, 8-(1H-Pyrazol-4-yl)-4,5-dihydro-6-oxa-3-thia-1-aza-benzo[e]azulene-2-carboxylic acid (50.0 mg, 0.2 mmol) was reacted with 1-(6-methylpyridin-2-yl)piperazine (1.2 equiv) to give 198 (M+1 473.0) Yields the product Cc1c(NC(=O)c2ccc(F)cn2)cccc1-c1ccc(C(N)=O)c2[nH]c3cc(C(O)CO)ccc3c12. Reaction SMILES: [CH2:39]([Cl:40])[CH2:41][Cl:42].[CH:43]([N:44]([CH2:45][CH3:46])[CH:47]([CH3:48])[CH3:49])([CH3:50])[CH3:51].[F:29][c:30]1[cH:31][cH:32][c:33]([C:36](=[O:37])[OH:38])[n:34][cH:35]1.[NH2:1][c:2]1[c:3]([CH3:28])[c:4](-[c:8]2[cH:9][cH:10][c:11]([C:25](=[O:26])[NH2:27])[c:12]3[nH:13][c:14]4[cH:15][c:16]([CH:21]([CH2:22][OH:23])[OH:24])[cH:17][cH:18][c:19]4[c:20]23)[cH:5][cH:6][cH:7]1>>[NH:1]([c:2]1[c:3]([CH3:28])[c:4](-[c:8]2[cH:9][cH:10][c:11]([C:25](=[O:26])[NH2:27])[c:12]3[nH:13][c:14]4[cH:15][c:16]([CH:21]([CH2:22][OH:23])[OH:24])[cH:17][cH:18][c:19]4[c:20]23)[cH:5][cH:6][cH:7]1)[C:36]([c:33]1[cH:32][cH:31][c:30]([F:29])[cH:35][n:34]1)=[O:37]. The reactants are ClCCCl, CCN(C(C)C)C(C)C, O=C(O)c1ccc(F)cn1, Cc1c(N)cccc1-c1ccc(C(N)=O)c2[nH]c3cc(C(O)CO)ccc3c12. Reactants: [Mg] (magnesium), C(CCCC)[C@@H]1CC[C@H](CC1)C=1C(CCCC1)=O (trans-4-pentylcyclohexylcyclohexenone), Grignard reagent, FC(OC1=CC=C(C=C1)Br)(F)F (4-trifluoromethoxybromobenzene), C(C)OCC (diethyl ether), Grignard reagent, Cl (hydrochloric acid). Yields the product C(CCCC)[C@@H]1CC[C@H](CC1)C1=CCC(CC1)(O)C1=CC=C(C=C1)OC(F)(F)F (1-(trans-4-pentylcyclohexyl)-4-(4-trifluoromethoxyphenyl)-4-hydroxycyclohexene). As a reaction SMILES: [F:1][C:2]([F:12])([F:11])[O:3][C:4]1[CH:9]=[CH:8][C:7](Br)=[CH:6][CH:5]=1.[Mg].[CH2:14]([C@H:19]1[CH2:24][CH2:23][C@H:22]([C:25]2[C:26](=O)[CH2:27][CH2:28][CH2:29][CH:30]=2)[CH2:21][CH2:20]1)[CH2:15][CH2:16][CH2:17][CH3:18].Cl.C([O:35]CC)C>>[CH2:14]([C@H:19]1[CH2:24][CH2:23][C@H:22]([C:25]2[CH2:26][CH2:27][C:28]([C:7]3[CH:8]=[CH:9][C:4]([O:3][C:2]([F:12])([F:11])[F:1])=[CH:5][CH:6]=3)([OH:35])[CH2:29][CH:30]=2)[CH2:21][CH2:20]1)[CH2:15][CH2:16][CH2:17][CH3:18]. Reported procedure: A solution of 7.7 g of 4-trifluoromethoxybromobenzene in 30 ml of anhydrous diethyl ether was added dropwise under stirring at 10°-15° C. to 0.66 g of magnesium metal powder, followed by reaction at room temperature for 1 hour so that a Grignard reagent was formed. After 5 g of trans-4-pentylcyclohexylcyclohexenone were added under stirring at -10° to 0° C. to the thus-formed Grignard reagent, they were reacted at room temperature for additional 1 hour. After the completion of the reaction, dilu... Starting materials: CCOc1cccc(Br)n1, [Li]CCCC, CCCC[Sn](Cl)(CCCC)CCCC, CCCCCC. Product: CCCC[Sn](CCCC)(CCCC)c1cccc(OCC)n1. RXN SMILES: [Br:12][c:13]1[n:14][c:15]([O:19][CH2:20][CH3:21])[cH:16][cH:17][cH:18]1.[CH2:1]([Li:2])[CH2:3][CH2:4][CH3:5].[CH2:22]([CH2:23][CH2:24][CH3:25])[Sn:26]([CH2:27][CH2:28][CH2:29][CH3:30])([CH2:31][CH2:32][CH2:33][CH3:34])[Cl:35].[CH3:6][CH2:7][CH2:8][CH2:9][CH2:10][CH3:11]>>[c:13]1([Sn:26]([CH2:22][CH2:23][CH2:24][CH3:25])([CH2:27][CH2:28][CH2:29][CH3:30])[CH2:31][CH2:32][CH2:33][CH3:34])[n:14][c:15]([O:19][CH2:20][CH3:21])[cH:16][cH:17][cH:18]1. The reactants are CCOC(=O)c1c[nH]nc1COC(C)(C)C, ClCCl, O=C(O)C(F)(F)F. Product: CCOC(=O)c1c[nH]nc1CO. RXN SMILES: [CH2:1]([CH3:2])[O:3][C:4](=[O:5])[c:6]1[c:7]([CH2:11][O:12][C:13]([CH3:14])([CH3:15])[CH3:16])[n:8][nH:9][cH:10]1.[Cl:24][CH2:25][Cl:26].[OH:17][C:18]([C:19]([F:20])([F:21])[F:22])=[O:23]>>[CH2:1]([CH3:2])[O:3][C:4](=[O:5])[c:6]1[c:7]([CH2:11][OH:12])[n:8][nH:9][cH:10]1. Starting materials: O (water), ClC1=C(OC=2C=CC(=C(C(=O)O)C2)[N+](=O)[O-])C=CC(=C1)C(F)(F)F (5-[2-chloro-4-(trifluoromethyl)phenoxy]-2-nitrobenzoic acid), [N+](=O)([O-])C(CO)C (2-nitropropanol), S(O)(O)(=O)=O (sulfuric acid). The solvent is C1=CC=CC=C1 (benzene). Product: ClC1=C(OC=2C=CC(=C(C(=O)OCC(C)[N+](=O)[O-])C2)[N+](=O)[O-])C=CC(=C1)C(F)(F)F ((2-nitropropyl) 5-[2-chloro-4-(trifluoromethyl)phenoxy]-2-nitrobenzoate). The yield is 41.0%. RXN SMILES: [Cl:1][C:2]1[CH:20]=[C:19]([C:21]([F:24])([F:23])[F:22])[CH:18]=[CH:17][C:3]=1[O:4][C:5]1[CH:6]=[CH:7][C:8]([N+:14]([O-:16])=[O:15])=[C:9]([CH:13]=1)[C:10]([OH:12])=[O:11].[N+:25]([CH:28]([CH3:31])[CH2:29]O)([O-:27])=[O:26].S(=O)(=O)(O)O.O>C1C=CC=CC=1>[Cl:1][C:2]1[CH:20]=[C:19]([C:21]([F:22])([F:23])[F:24])[CH:18]=[CH:17][C:3]=1[O:4][C:5]1[CH:6]=[CH:7][C:8]([N+:14]([O-:16])=[O:15])=[C:9]([CH:13]=1)[C:10]([O:12][CH2:29][CH:28]([N+:25]([O-:27])=[O:26])[CH3:31])=[O:11]. Reported procedure: A stirred mixture of 5-[2-chloro-4-(trifluoromethyl)phenoxy]-2-nitrobenzoic acid (50 g, 0.139 mole), 2-nitropropanol (13.2 g, 0.126 mole) and conc. sulfuric acid (1 ml) in benzene (500 ml) was heated to reflux for 24 hours, during which time water (1.9 g) was removed via a Dean Stark trap. The solvent was stripped under reduced pressure and the residue poured into water (700 ml). The product was extracted into ether, which was washed with water and then with 5% sodium bicarbonate. The dried ethe... Reactants: ClC=1C=C(C=CC1)NC1=NC=NC(=C1)N (N-(3-chloro-phenyl)-pyrimidine-4,6-diamine), COC1=C(C=C(C=C1)OC)N=C=O (2,5-dimethoxyphenyl isocyanate). Yields the product ClC=1C=C(C=CC1)NC1=CC(=NC=N1)NC(=O)NC1=C(C=CC(=C1)OC)OC (1-[6-(3-Chloro-phenylamino)-pyrimidin-4-yl]-3-(2,5-dimethoxy-phenyl)-urea). Reaction SMILES: [Cl:1][C:2]1[CH:3]=[C:4]([NH:8][C:9]2[CH:14]=[C:13]([NH2:15])[N:12]=[CH:11][N:10]=2)[CH:5]=[CH:6][CH:7]=1.[CH3:16][O:17][C:18]1[CH:23]=[CH:22][C:21]([O:24][CH3:25])=[CH:20][C:19]=1[N:26]=[C:27]=[O:28]>>[Cl:1][C:2]1[CH:3]=[C:4]([NH:8][C:9]2[N:10]=[CH:11][N:12]=[C:13]([NH:15][C:27]([NH:26][C:19]3[CH:20]=[C:21]([O:24][CH3:25])[CH:22]=[CH:23][C:18]=3[O:17][CH3:16])=[O:28])[CH:14]=2)[CH:5]=[CH:6][CH:7]=1. Procedure: The title compound is prepared analogously as described in Example 127 from N-(3-chloro-phenyl)-pyrimidine-4,6-diamine and 2,5-dimethoxyphenyl isocyanate. Reactants: NC1=CC(=CC=2CC(OC21)CO)C ((7-amino-5-methyl-2,3-dihydrobenzofuran-2-yl)methanol), C1CC(=O)N(C1=O)Br (NBS). Run in CN(C)C=O (DMF). Run at temperature 0 celsius, time 15 minute. Product: NC1=CC(=C(C=2CC(OC21)CO)Br)C ((7-amino-4-bromo-5-methyl-2,3-dihydrobenzofuran-2-yl)methanol). Reaction SMILES: [NH2:1][C:2]1[C:10]2[O:9][CH:8]([CH2:11][OH:12])[CH2:7][C:6]=2[CH:5]=[C:4]([CH3:13])[CH:3]=1.C1C(=O)N([Br:21])C(=O)C1>CN(C=O)C>[NH2:1][C:2]1[C:10]2[O:9][CH:8]([CH2:11][OH:12])[CH2:7][C:6]=2[C:5]([Br:21])=[C:4]([CH3:13])[CH:3]=1. Procedure details: To a mixture of (7-amino-5-methyl-2,3-dihydrobenzofuran-2-yl)methanol (7d) (0.80 g, 4.5 mmol) in DMF (13 mL) at 0° C. was added NBS (0.08 g, 4.5 mmol), it was stirred at 0° C. for 15 min. The mixture was extracted with EtOAc (150 mL), washed with NaHSO3 (50 mL), water, brine, dried and concentrated to give the title compound (7e) as a yellow solid. MS-ESI (m/z): 258 (M+1)+. The reactants are CC(C)(C)OC(=O)C=Cc1cc[nH]c1, O=S(=O)(Cl)c1ccc(-c2ccccn2)s1. Product: CC(C)(C)OC(=O)C=Cc1ccn(S(=O)(=O)c2ccc(-c3ccccn3)s2)c1. Reaction SMILES: [C:1]([CH3:2])([CH3:3])([CH3:4])[O:5][C:6]([CH:7]=[CH:8][c:9]1[cH:10][nH:11][cH:12][cH:13]1)=[O:14].[n:15]1[c:16](-[c:21]2[cH:22][cH:23][c:24]([S:26](=[O:27])(=[O:28])[Cl:29])[s:25]2)[cH:17][cH:18][cH:19][cH:20]1>>[C:1]([CH3:2])([CH3:3])([CH3:4])[O:5][C:6]([CH:7]=[CH:8][c:9]1[cH:10][n:11]([S:26]([c:24]2[cH:23][cH:22][c:21](-[c:16]3[n:15][cH:20][cH:19][cH:18][cH:17]3)[s:25]2)(=[O:27])=[O:28])[cH:12][cH:13]1)=[O:14].